This data is from the Open Reaction Database (ORD), a public repository of structured organic reaction records. The task is: describe an organic reaction: reactants, conditions, products, and yield The reactants are N-arylbenzenesulfonamides, NC1=C(C=C(C=C1)Cl)C(=O)C=1C=NC(=CC1)C ((2-Amino-5-chloro-phenyl)-(6-methyl-pyridin-3-yl)-methanone), CC(C)(C=1N=COC1)C1=CC=C(C=C1)S(=O)(=O)Cl (4-(1-Methyl-1-oxazol-4-yl-ethyl)-benzenesulfonyl chloride). The solvent is N1=CC=CC=C1 (pyridine). Yields the product ClC1=CC(=C(C=C1)NS(=O)(=O)C1=CC=C(C=C1)C(C)(C=1N=COC1)C)C(=O)C=1C=NC(=CC1)C (N-[4-Chloro-2-(6-methyl-pyridine-3-carbonyl)-phenyl]-4-(1-methyl-1-oxazol-4-yl-ethyl)-benzenesulfonamide). Reaction SMILES: [NH2:1][C:2]1[CH:7]=[CH:6][C:5]([Cl:8])=[CH:4][C:3]=1[C:9]([C:11]1[CH:12]=[N:13][C:14]([CH3:17])=[CH:15][CH:16]=1)=[O:10].[CH3:18][C:19]([C:26]1[CH:31]=[CH:30][C:29]([S:32](Cl)(=[O:34])=[O:33])=[CH:28][CH:27]=1)([C:21]1[N:22]=[CH:23][O:24][CH:25]=1)[CH3:20]>N1C=CC=CC=1>[Cl:8][C:5]1[CH:6]=[CH:7][C:2]([NH:1][S:32]([C:29]2[CH:28]=[CH:27][C:26]([C:19]([CH3:20])([C:21]3[N:22]=[CH:23][O:24][CH:25]=3)[CH3:18])=[CH:31][CH:30]=2)(=[O:33])=[O:34])=[C:3]([C:9]([C:11]2[CH:12]=[N:13][C:14]([CH3:17])=[CH:15][CH:16]=2)=[O:10])[CH:4]=1. Reported procedure: Following the general procedure for synthesis of N-arylbenzenesulfonamides, 63 mg (0.26 mmol) of (2-Amino-5-chloro-phenyl)-(6-methyl-pyridin-3-yl)-methanone and 50 mg (0.1 7 mmol) of 4-(1-Methyl-1-oxazol-4-yl-ethyl)-benzenesulfonyl chloride were combined in 0.8 ml of anhydrous pyridine at 60° C. to give, after purification, the title product as a pale yellow solid: 1H NMR (CDCl3): δ (ppm): 1.54 (s, 6H), 2.63 (s, 3H), 7.22-7.30 (m, 2H), 7.32 (m, 2H), 7.55 (m, 1H), 7.61-7.63 (m, 2H), 7.70-7.80 (m,... The reactants are C1(=CC=CC=C1)CCC=O (3-phenylpropionaldehyde), BrBr (bromine). Solvent: ClCCl (dichloromethane). Yields the product BrC(C=O)CC1=CC=CC=C1 (2-Bromo-3-phenyl-propionaldehyde). The yield is 143.6%. As a reaction SMILES: [C:1]1([CH2:7][CH2:8][CH:9]=[O:10])[CH:6]=[CH:5][CH:4]=[CH:3][CH:2]=1.[Br:11]Br>ClCCl>[Br:11][CH:8]([CH2:7][C:1]1[CH:6]=[CH:5][CH:4]=[CH:3][CH:2]=1)[CH:9]=[O:10]. Procedure: To a solution of 3-phenylpropionaldehyde (13.4 g, purity 90%, 0.09 mol) in dichloromethane at 0° C. was slowly added bromine (13.7 g, 0.085 mol). After 12 h at rt the solvent was evaporated to yield crude title compound (26.0 g (purity about 60%), 81%). Reactants: C1(CC1)C=1C=C(C2=C(N1)N(N=C2)C(C)C)C(=O)O (6-cyclopropyl-1-(1-methylethyl)-1H-pyrazolo[3,4-b]pyridine-4-carboxylic acid), C(=O)(C(F)(F)F)O (TFA), C1=CC2=C(N=C1)N(N=N2)O (HOAT), C(CCl)Cl (EDC), CN1CCOCC1 (N-methylmorpholine), NCC=1C(NC(=CC1C(C)C)C)=O (3-(aminomethyl)-6-methyl-4-(1-methylethyl)-2(1H)-pyridinone). Solvent: CN(C)C=O (DMF). Yields the product C1(CC1)C=1C=C(C2=C(N1)N(N=C2)C(C)C)C(=O)NCC=2C(NC(=CC2C(C)C)C)=O (6-Cyclopropyl-1-(1-methylethyl)-N-{[6-methyl-4-(1-methylethyl)-2-oxo-1,2-dihydro-3-pyridinyl]methyl}-1H-pyrazolo[3,4-b]pyridine-4-carboxamide). RXN SMILES: [CH:1]1([C:4]2[CH:5]=[C:6]([C:16]([OH:18])=O)[C:7]3[CH:12]=[N:11][N:10]([CH:13]([CH3:15])[CH3:14])[C:8]=3[N:9]=2)[CH2:3][CH2:2]1.[NH2:19][CH2:20][C:21]1[C:22](=[O:31])[NH:23][C:24]([CH3:30])=[CH:25][C:26]=1[CH:27]([CH3:29])[CH3:28].C(O)(C(F)(F)F)=O.C1C=NC2N(O)N=NC=2C=1.C(Cl)CCl.CN1CCOCC1>CN(C=O)C>[CH:1]1([C:4]2[CH:5]=[C:6]([C:16]([NH:19][CH2:20][C:21]3[C:22](=[O:31])[NH:23][C:24]([CH3:30])=[CH:25][C:26]=3[CH:27]([CH3:28])[CH3:29])=[O:18])[C:7]3[CH:12]=[N:11][N:10]([CH:13]([CH3:14])[CH3:15])[C:8]=3[N:9]=2)[CH2:2][CH2:3]1. Reported procedure: The title compound was prepared in the same manner as described in example 7 from 6-cyclopropyl-1-(1-methylethyl)-1H-pyrazolo[3,4-b]pyridine-4-carboxylic acid (250 mg, 1.019 mmol), 3-(aminomethyl)-6-methyl-4-(1-methylethyl)-2(1H)-pyridinone.TFA (300 mg, 1.019 mmol), HOAT (208 mg, 1.529 mmol), EDC (293 mg, 1.529 mmol), N-methylmorpholine (0.448 mL, 4.08 mmol), and DMF (6 mL), wherein the reaction time was 48 h. The final product was collected following a basic extraction (to remove residual start... Reactants: C(C)(=O)O[C@H]1[C@@H](O[C@@H]([C@H]([C@@H]1OC(C)=O)OC(C)=O)SC)C1=CC(=C(C=C1)C)CC1=CC=C(C=C1)O ((2S,3S,4R,5S,6R)-2-(3-(4-hydroxybenzyl)-4-methylphenyl)-6-(methylthio)tetrahydro-2H-pyran-3,4,5-triyl triacetate), BrCCCOCC1=CC=CC=C1 (((3-bromopropoxy)methyl)benzene), C(=O)([O-])[O-].[K+].[K+] (K2CO3). Reagents/catalysts: [N+](CCCC)(CCCC)(CCCC)CCCC.[I-] (Bu4NI). Run in CN(C)C=O (DMF), CCOCC (Et2O). Conditions: time 8 hour. Yields the product C(C)(=O)O[C@H]1[C@@H](O[C@@H]([C@H]([C@@H]1OC(C)=O)OC(C)=O)SC)C1=CC(=C(C=C1)C)CC1=CC=C(C=C1)OCCCOCC1=CC=CC=C1 ((2S,3S,4R,5S,6R)-2-(3-(4-(3-(benzyloxy)propoxy)benzyl)-4-methylphenyl)-6-(methylthio)tetrahydro-2H-pyran-3,4,5-triyl triacetate). The yield is 90.7%. RXN SMILES: [C:1]([O:4][C@@H:5]1[C@@H:10]([O:11][C:12](=[O:14])[CH3:13])[C@H:9]([O:15][C:16](=[O:18])[CH3:17])[C@@H:8]([S:19][CH3:20])[O:7][C@H:6]1[C:21]1[CH:26]=[CH:25][C:24]([CH3:27])=[C:23]([CH2:28][C:29]2[CH:34]=[CH:33][C:32]([OH:35])=[CH:31][CH:30]=2)[CH:22]=1)(=[O:3])[CH3:2].Br[CH2:37][CH2:38][CH2:39][O:40][CH2:41][C:42]1[CH:47]=[CH:46][CH:45]=[CH:44][CH:43]=1.C([O-])([O-])=O.[K+].[K+]>[N+](CCCC)(CCCC)(CCCC)CCCC.[I-].CN(C=O)C.CCOCC>[C:1]([O:4][C@@H:5]1[C@@H:10]([O:11][C:12](=[O:14])[CH3:13])[C@H:9]([O:15][C:16](=[O:18])[CH3:17])[C@@H:8]([S:19][CH3:20])[O:7][C@H:6]1[C:21]1[CH:26]=[CH:25][C:24]([CH3:27])=[C:23]([CH2:28][C:29]2[CH:34]=[CH:33][C:32]([O:35][CH2:37][CH2:38][CH2:39][O:40][CH2:41][C:42]3[CH:47]=[CH:46][CH:45]=[CH:44][CH:43]=3)=[CH:31][CH:30]=2)[CH:22]=1)(=[O:3])[CH3:2] |f:2.3.4,5.6|. Procedure: (2S,3S,4R,5S,6R)-2-(3-(4-hydroxybenzyl)-4-methylphenyl)-6-(methylthio)tetrahydro-2H-pyran-3,4,5-triyl triacetate (37, 2.01 g, 4.0 mmol), ((3-bromopropoxy)methyl)benzene (1.41 mL, 8.0 mmol), Bu4NI (148 mg, 0.40 mmol), and K2CO3 (2.76 g, 20 mmol) were combined in DMF (8 mL) under nitrogen and stirred overnight at room temperature. The reaction was diluted with Et2O, washed with saturated aqueous NaHCO3 and brine (with back extraction), dried over MgSO4, filtered, and concentrated under vacuum. The...